The task is: describe an organic reaction: reactants, conditions, products, and yield. This data is from the Open Reaction Database (ORD), a public repository of structured organic reaction records. Reactants: solution, C(C(=O)Cl)(=O)Cl (oxalyl chloride), C(C)(=O)N([C@@H]1C[C@@H](N(C2=CC=CC=C12)C(=O)C1=CC=C(C=C1)CCC(=O)O)C)C1=CC=C(C=C1)Cl (3-(4-{[(2S,4R)-4-[acetyl(4-chlorophenyl)amino]-2-methyl-3,4-dihydroquinolin-1(2H)-yl]carbonyl}phenyl)propanoic acid). Solvent: C(Cl)Cl (methylene chloride), C(Cl)Cl (methylene chloride). The product is C(C)(=O)N([C@@H]1C[C@@H](N(C2=CC=CC=C12)C(=O)C1=CC=C(C=C1)CCC(=O)Cl)C)C1=CC=C(C=C1)Cl (3-(4-{[(2S,4R)-4-[acetyl(4-chlorophenyl)amino]-2-methyl-3,4-dihydroquinolin-1(2H)-yl]carbonyl}phenyl)propanoyl chloride). As a reaction SMILES: [C:1]([N:4]([C:29]1[CH:34]=[CH:33][C:32]([Cl:35])=[CH:31][CH:30]=1)[C@H:5]1[C:14]2[C:9](=[CH:10][CH:11]=[CH:12][CH:13]=2)[N:8]([C:15]([C:17]2[CH:22]=[CH:21][C:20]([CH2:23][CH2:24][C:25]([OH:27])=O)=[CH:19][CH:18]=2)=[O:16])[C@@H:7]([CH3:28])[CH2:6]1)(=[O:3])[CH3:2].C(Cl)(=O)C([Cl:39])=O>C(Cl)Cl>[C:1]([N:4]([C:29]1[CH:30]=[CH:31][C:32]([Cl:35])=[CH:33][CH:34]=1)[C@H:5]1[C:14]2[C:9](=[CH:10][CH:11]=[CH:12][CH:13]=2)[N:8]([C:15]([C:17]2[CH:18]=[CH:19][C:20]([CH2:23][CH2:24][C:25]([Cl:39])=[O:27])=[CH:21][CH:22]=2)=[O:16])[C@@H:7]([CH3:28])[CH2:6]1)(=[O:3])[CH3:2]. Reported procedure: To a suspension of 3-(4-{[(2S,4R)-4-[acetyl(4-chlorophenyl)amino]-2-methyl-3,4-dihydroquinolin-1(2H)-yl]carbonyl}phenyl)propanoic acid (50 mg, 0.10 mmol, 1 equ.) in methylene chloride (0.5 mL) was added a 2M solution of oxalyl chloride in methylene chloride (82 uL, 0.16 mmol, 1.6 equ.). Reaction mixture was stirred at room temperature for 30 m., and then concentrated to give 3-(4-{[(2S,4R)-4-[acetyl(4-chlorophenyl)amino]-2-methyl-3,4-dihydroquinolin-1(2H)-yl]carbonyl}phenyl)propanoyl chloride. T... The product is COCC#Cc1ncn2c1CN(C)C(=O)c1ccccc1-2. Starting materials: CI, CN(C)C=O, [K+], [OH-], CN1Cc2c(C#CCO)ncn2-c2ccccc2C1=O. RXN SMILES: [CH3:23][I:24].[CH3:25][N:26]([CH3:27])[CH:28]=[O:29].[K+:2].[OH-:1].[OH:3][CH2:4][C:5]#[C:6][c:7]1[n:8][cH:9][n:10]2[c:11]1[CH2:12][N:13]([CH3:22])[C:14](=[O:21])[c:15]1[c:16]-2[cH:17][cH:18][cH:19][cH:20]1>>[O:3]([CH2:4][C:5]#[C:6][c:7]1[n:8][cH:9][n:10]2[c:11]1[CH2:12][N:13]([CH3:22])[C:14](=[O:21])[c:15]1[c:16]-2[cH:17][cH:18][cH:19][cH:20]1)[CH3:23].